Dataset: the Open Reaction Database (ORD), a public repository of structured organic reaction records. Task: describe an organic reaction: reactants, conditions, products, and yield Starting materials: C1CCOC1, COC(=O)c1coc2cc(Oc3cc(COCc4ccccc4)ncn3)ccc12, Cc1ccccc1, CCOC(C)=O, [Cl-], Nc1cccc(C(F)(F)F)c1, [NH4+], O. The product is O=C(Nc1cccc(C(F)(F)F)c1)c1coc2cc(Oc3cc(COCc4ccccc4)ncn3)ccc12. Reaction SMILES: [CH2:50]1[O:51][CH2:52][CH2:53][CH2:54]1.[CH3:12][O:13][C:14](=[O:15])[c:16]1[cH:17][o:18][c:19]2[c:20]1[cH:21][cH:22][c:23]([O:25][c:26]1[n:27][cH:28][n:29][c:30]([CH2:32][O:33][CH2:34][c:35]3[cH:36][cH:37][cH:38][cH:39][cH:40]3)[cH:31]1)[cH:24]2.[CH3:43][c:44]1[cH:45][cH:46][cH:47][cH:48][cH:49]1.[CH3:55][CH2:56][O:57][C:58]([CH3:59])=[O:60].[Cl-:41].[F:1][C:2]([c:3]1[cH:4][c:5]([NH2:6])[cH:7][cH:8][cH:9]1)([F:10])[F:11].[NH4+:42].[OH2:61]>>[F:1][C:2]([c:3]1[cH:4][c:5]([NH:6][C:14](=[O:13])[c:16]2[cH:17][o:18][c:19]3[c:20]2[cH:21][cH:22][c:23]([O:25][c:26]2[n:27][cH:28][n:29][c:30]([CH2:32][O:33][CH2:34][c:35]4[cH:36][cH:37][cH:38][cH:39][cH:40]4)[cH:31]2)[cH:24]3)[cH:7][cH:8][cH:9]1)([F:10])[F:11]. Reactants: Oc1cc(Br)cnc1I, CI, CCOC(C)=O, [Cl-], [H-], [NH4+], [Na+], CN(C)C=O, O. Yields the product COc1cc(Br)cnc1I. As a reaction SMILES: [Br:1][c:2]1[cH:3][c:4]([OH:9])[c:5]([I:8])[n:6][cH:7]1.[CH3:17][I:18].[CH3:22][CH2:23][O:24][C:25]([CH3:26])=[O:27].[Cl-:19].[H-:16].[NH4+:20].[Na+:15].[O:10]=[CH:11][N:12]([CH3:13])[CH3:14].[OH2:21]>>[Br:1][c:2]1[cH:3][c:4]([O:9][CH3:11])[c:5]([I:8])[n:6][cH:7]1. Reactants: S1CCN(CC1)C1=NC=C(C#N)C=C1 (6-thiomorpholinonicotinonitrile), [NH4+] (ammonium). Reagents/catalysts: [Ni] (Raney-Nickel). Run in CO (methanol), C1CCOC1 (THF). Reaction conditions: temperature 35 celsius, time 4 hour. Yields the product S1CCN(CC1)C1=CC=C(C=N1)CN ((6-thiomorpholinopyridin-3-yl)methanamine). As a reaction SMILES: [S:1]1[CH2:6][CH2:5][N:4]([C:7]2[CH:14]=[CH:13][C:10]([C:11]#[N:12])=[CH:9][N:8]=2)[CH2:3][CH2:2]1.[NH4+]>CO.C1COCC1.[Ni]>[S:1]1[CH2:6][CH2:5][N:4]([C:7]2[N:8]=[CH:9][C:10]([CH2:11][NH2:12])=[CH:13][CH:14]=2)[CH2:3][CH2:2]1. Procedure details: To the solution of 6-thiomorpholinonicotinonitrile 8-3 (1.0 g, 4.8 mmol) in methanol (15 ml) and THF (9 ml) was added Raney-Nickel (0.7 g) and aqueous ammonium (3 mL). The reaction was stirred under hydrogen balloon at 35° C. for 4 hours. After removing the Raney-Nickel by filtering through celite pad, the filtrate was concentrated to give (6-thiomorpholinopyridin-3-yl)methanamine 8-4 as a light green solid. MS m/z 210.1 (M+1). Starting materials: [Cl-], O=C(NCCCC(=O)N1CCCC1CNC(=O)c1ccc(Cl)nc1Cl)OCc1ccccc1, Cl, [K+], [K+], O=C([O-])[O-], NCCC1CCCCO1, CN(C)C=O. Product: O=C(NCCCC(=O)N1CCCC1CNC(=O)c1ccc(Cl)nc1NCCC1CCCCO1)OCc1ccccc1. Reaction SMILES: [Cl-:34].[Cl:1][c:2]1[c:3]([C:4](=[O:5])[NH:6][CH2:7][CH:8]2[N:9]([C:13]([CH2:14][CH2:15][CH2:16][NH:17][C:18]([O:19][CH2:20][c:21]3[cH:22][cH:23][cH:24][cH:25][cH:26]3)=[O:27])=[O:28])[CH2:10][CH2:11][CH2:12]2)[cH:29][cH:30][c:31]([Cl:33])[n:32]1.[ClH:44].[K+:45].[K+:46].[O-:47][C:48]([O-:49])=[O:50].[O:35]1[CH:36]([CH2:41][CH2:42][NH2:43])[CH2:37][CH2:38][CH2:39][CH2:40]1.[O:51]=[CH:52][N:53]([CH3:54])[CH3:55]>>[c:2]1([NH:43][CH2:42][CH2:41][CH:36]2[O:35][CH2:40][CH2:39][CH2:38][CH2:37]2)[c:3]([C:4](=[O:5])[NH:6][CH2:7][CH:8]2[N:9]([C:13]([CH2:14][CH2:15][CH2:16][NH:17][C:18]([O:19][CH2:20][c:21]3[cH:22][cH:23][cH:24][cH:25][cH:26]3)=[O:27])=[O:28])[CH2:10][CH2:11][CH2:12]2)[cH:29][cH:30][c:31]([Cl:33])[n:32]1. Reactants: ClC1=NC(=C2N=CN(C2=N1)C1CCCC1)NCCNC(C1=CC=C(C=C1)SC)=O (N-[2-[(2-chloro-9-cyclopentyl-9H-purin-6-yl)-amino]-ethyl]-4-(methylthio)-benzamide), N[C@@H]1CC[C@H](CC1)N (trans-1,4-diaminocyclohexane). Run at temperature 140 celsius. Yields the product Cl.Cl.N[C@@H]1CC[C@H](CC1)NC1=NC(=C2N=CN(C2=N1)C1CCCC1)NCCNC(C1=CC=C(C=C1)SC)=O (trans-N-[2-[[2-[(4-amino-cyclohexyl)-amino]-9-cyclopentyl-9H-purin-6-yl]-amino]-ethyl]-4-(methylthio)-benzamide dihydrochloride). Reaction SMILES: [Cl:1][C:2]1[N:10]=[C:9]2[C:5]([N:6]=[CH:7][N:8]2[CH:11]2[CH2:15][CH2:14][CH2:13][CH2:12]2)=[C:4]([NH:16][CH2:17][CH2:18][NH:19][C:20](=[O:29])[C:21]2[CH:26]=[CH:25][C:24]([S:27][CH3:28])=[CH:23][CH:22]=2)[N:3]=1.[NH2:30][C@H:31]1[CH2:36][CH2:35][C@H:34]([NH2:37])[CH2:33][CH2:32]1>>[ClH:1].[ClH:1].[NH2:30][C@H:31]1[CH2:36][CH2:35][C@H:34]([NH:37][C:2]2[N:10]=[C:9]3[C:5]([N:6]=[CH:7][N:8]3[CH:11]3[CH2:15][CH2:14][CH2:13][CH2:12]3)=[C:4]([NH:16][CH2:17][CH2:18][NH:19][C:20](=[O:29])[C:21]3[CH:26]=[CH:25][C:24]([S:27][CH3:28])=[CH:23][CH:22]=3)[N:3]=2)[CH2:33][CH2:32]1 |f:2.3.4|. Procedure details: 296 mg of the product obtained in Stage 1 above and 393 mg of trans-1,4-diaminocyclohexane are mixed together and the reaction medium is heated to approximately 140° C. for 6 hours. After evaporating the solvent, chromatography on silica is carried out (eluent methylene chloride/methanol/ammonium hydroxide 85/15/1.5) followed by taking up in an ethanolic solution of hydrochloric acid, leaving to crystallize, separating, drying under reduced pressure and 51 mg of expected product is recovered. Reactants: O=C([O-])O, COc1ncc(B(O)O)c(OC)n1, COCCOC, ClCCl, Cc1nc(I)sc1C, [Na+], c1ccc(P(c2ccccc2)(c2ccccc2)[Pd](P(c2ccccc2)(c2ccccc2)c2ccccc2)(P(c2ccccc2)(c2ccccc2)c2ccccc2)P(c2ccccc2)(c2ccccc2)c2ccccc2)cc1. Yields the product COc1ncc(-c2nc(C)c(C)s2)c(OC)n1. RXN SMILES: [C:9](=[O:10])([OH:11])[O-:12].[CH3:14][O:15][c:16]1[n:17][cH:18][c:19]([B:24]([OH:25])[OH:26])[c:20]([O:22][CH3:23])[n:21]1.[CH3:27][O:28][CH2:29][CH2:30][O:31][CH3:32].[Cl:33][CH2:34][Cl:35].[I:1][c:2]1[s:3][c:4]([CH3:8])[c:5]([CH3:7])[n:6]1.[Na+:13].[cH:36]1[cH:37][cH:38][c:39]([P:40]([Pd:41]([P:42]([c:43]2[cH:44][cH:45][cH:46][cH:47][cH:48]2)([c:49]2[cH:50][cH:51][cH:52][cH:53][cH:54]2)[c:55]2[cH:56][cH:57][cH:58][cH:59][cH:60]2)([P:61]([c:62]2[cH:63][cH:64][cH:65][cH:66][cH:67]2)([c:68]2[cH:69][cH:70][cH:71][cH:72][cH:73]2)[c:74]2[cH:75][cH:76][cH:77][cH:78][cH:79]2)[P:80]([c:81]2[cH:82][cH:83][cH:84][cH:85][cH:86]2)([c:87]2[cH:88][cH:89][cH:90][cH:91][cH:92]2)[c:93]2[cH:94][cH:95][cH:96][cH:97][cH:98]2)([c:99]2[cH:100][cH:101][cH:102][cH:103][cH:104]2)[c:105]2[cH:106][cH:107][cH:108][cH:109][cH:110]2)[cH:111][cH:112]1>>[c:2]1(-[c:19]2[cH:18][n:17][c:16]([O:15][CH3:14])[n:21][c:20]2[O:22][CH3:23])[s:3][c:4]([CH3:8])[c:5]([CH3:7])[n:6]1.